From a dataset of the Open Reaction Database (ORD), a public repository of structured organic reaction records. describe an organic reaction: reactants, conditions, products, and yield Reactants: NC1=C(C(N(C2=NC(=C(C=C12)C1=CC=C(C=C1)Cl)C1=C(C=C(C=C1)Cl)Cl)CC(C)C)=O)Cl (4-amino-3-chloro-6-(4-chlorophenyl)-7-(2,4-dichlorophenyl)-1-isobutyl-1,8-naphthyridin-2(1H)-one), C(C)(=O)OC(C)=O (acetic anhydride), O1CCOCC1 (1,4-dioxane). The reagents and catalysts are CN(C)C=1C=CN=CC1 (DMAP). Run at temperature 60 celsius. Product: C(C)(=O)N(C(C)=O)C1=C(C(N(C2=NC(=C(C=C12)C1=CC=C(C=C1)Cl)C1=C(C=C(C=C1)Cl)Cl)CC(C)C)=O)Cl (N-acetyl-N-(3-chloro-7-(2,4-dichlorophenyl)-6-(4-chlorophenyl)-1,2-dihydro-1-isobutyl-2-oxo-1,8-naphthyridin-4-yl)acetamide). Reaction SMILES: [NH2:1][C:2]1[C:11]2[C:6](=[N:7][C:8]([C:19]3[CH:24]=[CH:23][C:22]([Cl:25])=[CH:21][C:20]=3[Cl:26])=[C:9]([C:12]3[CH:17]=[CH:16][C:15]([Cl:18])=[CH:14][CH:13]=3)[CH:10]=2)[N:5]([CH2:27][CH:28]([CH3:30])[CH3:29])[C:4](=[O:31])[C:3]=1[Cl:32].[C:33](OC(=O)C)(=[O:35])[CH3:34].[O:40]1CCO[CH2:42][CH2:41]1>CN(C1C=CN=CC=1)C>[C:33]([N:1]([C:2]1[C:11]2[C:6](=[N:7][C:8]([C:19]3[CH:24]=[CH:23][C:22]([Cl:25])=[CH:21][C:20]=3[Cl:26])=[C:9]([C:12]3[CH:13]=[CH:14][C:15]([Cl:18])=[CH:16][CH:17]=3)[CH:10]=2)[N:5]([CH2:27][CH:28]([CH3:29])[CH3:30])[C:4](=[O:31])[C:3]=1[Cl:32])[C:41](=[O:40])[CH3:42])(=[O:35])[CH3:34]. Procedure: To the product of EXAMPLE 61 (70 mg) in 1,4-dioxane (1 mL) was added acetic anhydride (2 mL) and DMAP (25 mg). The reaction was heated to 60° C. After about 1 hour the reaction was cooled to room temperature and quenched with methanol (1 mL) the reaction was diluted with EtOAc and washed with saturated aqueous NaHCO3/1 M aqueous NaOH solution (1:1). The organic layer was dried (Na2SO4). The concentrated residue was purified by flash chromatography on silica gel gradient eluted with 0-100% EtOAc ...